This data is from the Open Reaction Database (ORD), a public repository of structured organic reaction records. The task is: describe an organic reaction: reactants, conditions, products, and yield Starting materials: [O-]Cl, [NH4+], [Na+], [Na+], [OH-], [OH-], O, Sc1nc(-c2cccc(Cl)c2)ns1. Yields the product NSc1nc(-c2cccc(Cl)c2)ns1. Reaction SMILES: [Cl:14][O-:15].[NH4+:17].[Na+:16].[Na+:20].[OH-:18].[OH-:19].[OH2:21].[SH:1][c:2]1[n:3][c:4](-[c:7]2[cH:8][c:9]([Cl:13])[cH:10][cH:11][cH:12]2)[n:5][s:6]1>>[S:1]([c:2]1[n:3][c:4](-[c:7]2[cH:8][c:9]([Cl:13])[cH:10][cH:11][cH:12]2)[n:5][s:6]1)[NH2:17].